From a dataset of the Open Reaction Database (ORD), a public repository of structured organic reaction records. describe an organic reaction: reactants, conditions, products, and yield Starting materials: COC1=C(N)C=CC=C1F (2-methoxy-3-fluoroaniline), COC1=C(N)C=CC=C1F (2-methoxy-3-fluoroaniline), BrBr (bromine). Solvent: CC(=O)O (AcOH), CC(=O)O (AcOH). Reaction conditions: time 30 minute. The product is BrC1=C(C(=C(N)C=C1)OC)F (4-Bromo-3-fluoro-2-methoxyaniline). Reaction SMILES: [CH3:1][O:2][C:3]1[C:9]([F:10])=[CH:8][CH:7]=[CH:6][C:4]=1[NH2:5].[Br:11]Br>CC(O)=O>[Br:11][C:8]1[CH:7]=[CH:6][C:4]([NH2:5])=[C:3]([O:2][CH3:1])[C:9]=1[F:10]. Procedure details: To a solution of 2-methoxy-3-fluoroaniline (Compound 147I, 7.70 g, 54.6 mmol) in AcOH (45.0 mL) was added a solution of bromine (6.98 g, 43.6 mmol) in AcOH (45.0 mL) dropwise. The reaction mixture was stirred at rt for 30 minutes. The resulting solid was filtered and washed with acetic acid to give the HBr salt of the desired product. The solid was dissolved in water (15 mL), basified by addition of KOH, and extracted with EtOAc (20 mL). The organic layer was dried over Na2SO4 and concentrated u... Starting materials: Fc1cc(Br)cc(C(F)(F)F)c1, C1CNCCN1, CS(C)=O, O. Yields the product FC(F)(F)c1cc(Br)cc(N2CCNCC2)c1. As a reaction SMILES: [Br:1][c:2]1[cH:3][c:4]([F:12])[cH:5][c:6]([C:8]([F:9])([F:10])[F:11])[cH:7]1.[CH2:13]1[CH2:14][NH:15][CH2:16][CH2:17][NH:18]1.[CH3:20][S:21]([CH3:22])=[O:23].[OH2:19]>>[Br:1][c:2]1[cH:3][c:4]([N:15]2[CH2:14][CH2:13][NH:18][CH2:17][CH2:16]2)[cH:5][c:6]([C:8]([F:9])([F:10])[F:11])[cH:7]1.